This data is from the Open Reaction Database (ORD), a public repository of structured organic reaction records. The task is: describe an organic reaction: reactants, conditions, products, and yield Reactants: CC1(C=2C=CC=CC2C(CC1)(C)C)C (5,5,8,8-tetramethyl-5,6,7,8-tetrahydro-naphthalene), C(C)(=O)O (acetic acid), ice water, [N+](=O)(O)[O-] (nitric acid). Solvent: C(C)(=O)OC(C)=O (acetic anhydride). The product is [N+](=O)([O-])C1C(C=2C=CC=CC2C(C1)(C)C)(C)C (6-nitro-5,5,8,8-tetramethyl-5,6,7,8-tetrahydro-naphthalene). Isolated yield 97.0%. As a reaction SMILES: [CH3:1][C:2]1([CH3:14])[CH2:11][CH2:10][C:9]([CH3:13])([CH3:12])[C:8]2[CH:7]=[CH:6][CH:5]=[CH:4][C:3]1=2.C(O)(=O)C.[N+:19]([O-])([OH:21])=[O:20]>C(OC(=O)C)(=O)C>[N+:19]([CH:10]1[CH2:11][C:2]([CH3:14])([CH3:1])[C:3]2[CH:4]=[CH:5][CH:6]=[CH:7][C:8]=2[C:9]1([CH3:13])[CH3:12])([O-:21])=[O:20]. Reported procedure: A solution of 5,5,8,8-tetramethyl-5,6,7,8-tetrahydro-naphthalene (20.0 g, 106.2 mmole) in 85 ml of acetic anhydride at 0° C. was treated with 12.2 mL of acetic acid followed by 11.1 mL of nitric acid (70%) and was allowed to warm to room temperature. After 24 hours the reaction mixture was poured onto 300 mL ice-water and extracted with three 150 mL portions of ether. The combined organic extracts were washed with four 100 mL portions of 15% aqueous sodium hydroxide solution, two 200 mL portions... The reactants are O=c1c2c(Cc3ccccc3)n[nH]c2c2cccnc2n1-c1cccc([N+](=O)[O-])c1, Cl, [Na+], [Na+], O=C([O-])[O-], O. Yields the product Nc1cccc(-n2c(=O)c3c(Cc4ccccc4)n[nH]c3c3cccnc32)c1. RXN SMILES: [CH2:1]([c:2]1[cH:3][cH:4][cH:5][cH:6][cH:7]1)[c:8]1[n:9][nH:10][c:11]2[c:12]1[c:13](=[O:30])[n:14](-[c:21]1[cH:22][c:23]([N+:27]([O-:28])=[O:29])[cH:24][cH:25][cH:26]1)[c:15]1[n:16][cH:17][cH:18][cH:19][c:20]21.[ClH:38].[Na+:32].[Na+:33].[O-:34][C:35](=[O:36])[O-:37].[OH2:31]>>[CH2:1]([c:2]1[cH:3][cH:4][cH:5][cH:6][cH:7]1)[c:8]1[n:9][nH:10][c:11]2[c:12]1[c:13](=[O:30])[n:14](-[c:21]1[cH:22][c:23]([NH2:27])[cH:24][cH:25][cH:26]1)[c:15]1[n:16][cH:17][cH:18][cH:19][c:20]21. Starting materials: Cl.ClC(C=1NCCCCN1)(C1=CC=CC=C1)C1=CC=CC=C1 (2-(Chlorodiphenylmethyl)-4,5,6,7-tetrahydro-1H-1,3-diazepine hydrochloride), C[O-].[Na+] (sodium methoxide). Run in CO (methanol). Product: COC(C=1NCCCCN1)(C1=CC=CC=C1)C1=CC=CC=C1 (2-(Methoxydiphenylmethyl)-4,5,6,7-tetrahydro-1H-1,3-diazepine). Reaction SMILES: Cl.Cl[C:3]([C:17]1[CH:22]=[CH:21][CH:20]=[CH:19][CH:18]=1)([C:11]1[CH:16]=[CH:15][CH:14]=[CH:13][CH:12]=1)[C:4]1[NH:5][CH2:6][CH2:7][CH2:8][CH2:9][N:10]=1.[CH3:23][O-:24].[Na+]>CO>[CH3:23][O:24][C:3]([C:17]1[CH:22]=[CH:21][CH:20]=[CH:19][CH:18]=1)([C:11]1[CH:16]=[CH:15][CH:14]=[CH:13][CH:12]=1)[C:4]1[NH:5][CH2:6][CH2:7][CH2:8][CH2:9][N:10]=1 |f:0.1,2.3|. Reported procedure: 2-(Chlorodiphenylmethyl)-4,5,6,7-tetrahydro-1H-1,3-diazepine hydrochloride (0.003 mole) is stirred at room temperature for two days in dry methanol (25 ml) containing sodium methoxide (0.006 mole). After removal of the solvent the residue is dissolved in chloroform washed with water and dried over magnesium sulphate. Removal of the solvent gives the title compound. RXN SMILES: [Cl:1][c:2]1[cH:3][c:4](-[c:9]2[cH:10][c:11]3[c:16]4[c:17]([cH:18]2)[CH:19]2[CH:20]([N:15]4[CH2:14][CH2:13][CH2:12]3)[CH2:21][CH2:22][N:23]([C:25]([O:26][C:27]([CH3:28])([CH3:29])[CH3:30])=[O:31])[CH2:24]2)[cH:5][cH:6][c:7]1[Cl:8].[NH3:32]>>[Cl:1][c:2]1[cH:3][c:4](-[c:9]2[cH:10][c:11]3[c:16]4[c:17]([cH:18]2)[CH:19]2[CH:20]([N:15]4[CH2:14][CH2:13][CH2:12]3)[CH2:21][CH2:22][NH:23][CH2:24]2)[cH:5][cH:6][c:7]1[Cl:8]. Product: Clc1ccc(-c2cc3c4c(c2)C2CNCCC2N4CCC3)cc1Cl. Starting materials: CC(C)(C)OC(=O)N1CCC2C(C1)c1cc(-c3ccc(Cl)c(Cl)c3)cc3c1N2CCC3, N. Reactants: diethyldihydroaluminate, C(C)C=1N(C(=NN1)C1=CC=C(C=C1)NC=O)C1=C(C=CC=C1)OC (N-[4-(5-ethyl-4-(methoxyphenyl)-4H-1,2,4-triazol-3-yl)-phenyl]-formamide), C(C)(=O)OCC (ethyl acetate), O (water), [OH-].[Na+] (sodium hydroxide). Solvent: C1(=CC=CC=C1)C (toluene), O1CCCC1 (tetrahydrofuran), O1CCCC1 (tetrahydrofuran). Conditions: temperature 7 celsius, time 1 hour. Product: C(C)C=1N(C(=NN1)C1=CC=C(C=C1)NC)C1=CC=C(C=C1)OC (4-[5-ethyl-4-(4-methoxyphenyl)-4H-1,2,4-triazol-3-yl]-N-methyl-benzenamine). As a reaction SMILES: [CH2:1]([C:3]1[N:4]([C:17]2[CH:22]=[CH:21][CH:20]=[CH:19][C:18]=2OC)[C:5]([C:8]2[CH:13]=[CH:12][C:11]([NH:14][CH:15]=O)=[CH:10][CH:9]=2)=[N:6][N:7]=1)[CH3:2].[OH-].[Na+].[C:27](OCC)(=[O:29])C.O>O1CCCC1.C1(C)C=CC=CC=1>[CH2:1]([C:3]1[N:4]([C:17]2[CH:18]=[CH:19][C:20]([O:29][CH3:27])=[CH:21][CH:22]=2)[C:5]([C:8]2[CH:13]=[CH:12][C:11]([NH:14][CH3:15])=[CH:10][CH:9]=2)=[N:6][N:7]=1)[CH3:2] |f:1.2|. Procedure: At ambient temperature, 30 g of the product of Step A were dissolved in 1,200 ml of tetrahydrofuran and the solution was cooled to 7° C. Then, 120 ml of 25% of diethyldihydroaluminate in toluene in 120 ml of tetrahydrofuran were added with stirring for 1 hour at 5°-7° C. After returning to ambient temperature, the mixture was stirred for 2 hours, then cooled again to 7° C. after which 120 ml of sodium hydroxide were added slowly with stirring. Then, the mixture was poured into a mixture of 3,600... Starting materials: CC(=O)N1CCc2cc(CC(C)N=[N+]=[N-])cc(C#N)c21, CCO, [H][H], [Pd]. Yields the product CC(=O)N1CCc2cc(CC(C)N)cc(C#N)c21. Reaction SMILES: [C:1]([CH3:2])(=[O:3])[N:4]1[CH2:5][CH2:6][c:7]2[cH:8][c:9]([CH2:15][CH:16]([CH3:17])[N:18]=[N+:19]=[N-:20])[cH:10][c:11]([C:13]#[N:14])[c:12]21.[CH3:23][CH2:24][OH:25].[H:21][H:22].[Pd:26]>>[C:1]([CH3:2])(=[O:3])[N:4]1[CH2:5][CH2:6][c:7]2[cH:8][c:9]([CH2:15][CH:16]([CH3:17])[NH2:18])[cH:10][c:11]([C:13]#[N:14])[c:12]21. Reactants: FC=1C=C(C#N)C=C(C1)F (3,5-difluorobenzonitrile), FC(C1=NC=CC(=C1)O)(F)F (2-(trifluoromethyl)pyridin-4-ol), O (water), C([O-])([O-])=O.[K+].[K+] (potassium carbonate). Solvent: CN(C(C)=O)C (N,N-dimethylacetamide), C(C)(=O)OCC.CCCCCCC (ethyl acetate heptane). Reaction conditions: temperature 150 celsius. Product: crude product, FC(C1=NC=CC(=C1)OC=1C=C(C#N)C=C(C1)OC1=CC(=NC=C1)C(F)(F)F)(F)F (3,5-bis-(2-trifluoromethylpyridin-4-yloxy)benzonitrile). As a reaction SMILES: F[C:2]1[CH:3]=[C:4]([CH:7]=[C:8](F)[CH:9]=1)[C:5]#[N:6].[C:11](=[O:14])([O-])[O-].[K+].[K+].[F:17][C:18]([F:27])([F:26])[C:19]1[CH:24]=[C:23]([OH:25])[CH:22]=[CH:21][N:20]=1.O>CN(C)C(=O)C.C(OCC)(=O)C.CCCCCCC>[F:27][C:18]([F:17])([F:26])[C:19]1[CH:24]=[C:23]([O:25][C:2]2[CH:3]=[C:4]([CH:7]=[C:8]([O:14][C:11]3[CH:22]=[CH:21][N:20]=[C:19]([C:18]([F:27])([F:26])[F:17])[CH:24]=3)[CH:9]=2)[C:5]#[N:6])[CH:22]=[CH:21][N:20]=1 |f:1.2.3,7.8|. Reported procedure: Under an atmosphere of nitrogen, 0.556 g (4.0 mmol) of 3,5-difluorobenzonitrile was initially charged in 10 ml of N,N-dimethylacetamide, and 1.22 g (8.8 mmol) of potassium carbonate were added a little at a time at room temperature. 1.305 g (8.00 mmol) of 2-(trifluoromethyl)pyridin-4-ol were then added and the mixture was heated at 150° C. for 30 h and cooled to room temperature, water and ethyl acetate/heptane (1:1) were added to the reaction solution and the solution was stirred for a number o...